The task is: describe an organic reaction: reactants, conditions, products, and yield. This data is from the Open Reaction Database (ORD), a public repository of structured organic reaction records. Starting materials: N1C(=O)NC(=O)C=C1 (uracil), F[C@H]1[C@@H](O[C@@H]([C@H]1N=[N+]=[N-])COC(C1=CC=CC=C1)=O)N1C(=O)NC(=O)C=C1 (2'-fluoro-3'-azido-5'-O-benzoyl-2',3'-dideoxyuridine), C(C1=CC=CC=C1)(=O)NC1=NC(N([C@H]2C[C@@H]([C@@H](CO[Si](C)(C)C(C)(C)C)O2)NC(C2=CC=CC=C2)(C2=CC=CC=C2)C2=CC=CC=C2)C=C1)=O (N4 -Benzoyl-3 '-(trityl)amino-5 '-O-(tert-butyldimethylsilyl)-2',3'-dideoxycytidine), F[C@H]1[C@@H](O[C@@H]([C@H]1N=[N+]=[N-])COC(C1=CC=CC=C1)=O)N1C(=O)NC(=O)C=C1 (2'-fluoro-3'-azido-5'-O-benzoyl-2',3'-dideoxyuridine), N1C(=O)N=C(N)C=C1 (cytosine). Yields the product 3'-azido, C(C1=CC=CC=C1)(=O)NC1=NC(N([C@H]2[C@@H]([C@@H]([C@@H](COC(C3=CC=CC=C3)=O)O2)N)F)C=C1)=O (N4,5'-O-dibenzoyl-2'-fluoro-3'-amino-2',3'-dideoxycytidine). As a reaction SMILES: [F:1][C@@H:2]1[C@H:6]([N:7]=[N+]=[N-])[C@@H:5]([CH2:10][O:11][C:12](=[O:19])[C:13]2[CH:18]=[CH:17][CH:16]=[CH:15][CH:14]=2)[O:4][C@H:3]1[N:20]1[CH:27]=[CH:26][C:24](=O)[NH:23][C:21]1=[O:22].[C:28]([NH:36]C1C=CN([C@@H]2O[C@H](CO[Si](C(C)(C)C)(C)C)[C@@H](NC(C3C=CC=CC=3)(C3C=CC=CC=3)C3C=CC=CC=3)C2)C(=O)N=1)(=[O:35])[C:29]1[CH:34]=[CH:33][CH:32]=[CH:31][CH:30]=1.N1C=CC(=O)NC1=O.N1C=CC(N)=NC1=O>>[C:28]([NH:36][C:24]1[CH:26]=[CH:27][N:20]([C@@H:3]2[O:4][C@H:5]([CH2:10][O:11][C:12](=[O:19])[C:13]3[CH:14]=[CH:15][CH:16]=[CH:17][CH:18]=3)[C@@H:6]([NH2:7])[C@H:2]2[F:1])[C:21](=[O:22])[N:23]=1)(=[O:35])[C:29]1[CH:34]=[CH:33][CH:32]=[CH:31][CH:30]=1. Procedure: Crude intermediate 10 was used for preparation of the appropriately protected cytidine phosphoramidite 2c as shown in Scheme VI below. The uracil base of 10 was converted to cytosine by adaptation of the method of Divakar and Reese, J. Chem. Soc., Perkin. Trans. 1 1982, 1171-1176. Subsequent 4-N benzoylation and reduction of the 3'-azido to an amino group gave compound 13, which was separable from its regioisomer by silica gel chromatography. Protection of the 3'-amine with an MMT group, followe...